This data is from the Open Reaction Database (ORD), a public repository of structured organic reaction records. The task is: describe an organic reaction: reactants, conditions, products, and yield Reactants: [BH4-], O=C1CCC2(CCCc3ccccc32)CC1, CCO, [Na+]. Product: OC1CCC2(CCCc3ccccc32)CC1. As a reaction SMILES: [BH4-:17].[CH2:1]1[CH2:2][CH2:3][c:4]2[cH:5][cH:6][cH:7][cH:8][c:9]2[C:10]12[CH2:11][CH2:12][C:13](=[O:16])[CH2:14][CH2:15]2.[CH3:19][CH2:20][OH:21].[Na+:18]>>[CH2:1]1[CH2:2][CH2:3][c:4]2[cH:5][cH:6][cH:7][cH:8][c:9]2[C:10]12[CH2:11][CH2:12][CH:13]([OH:16])[CH2:14][CH2:15]2.